Dataset: the Open Reaction Database (ORD), a public repository of structured organic reaction records. Task: describe an organic reaction: reactants, conditions, products, and yield Starting materials: O (H2O), [OH-].[K+] (KOH), C1(CCCCC1)C=1C=2C=CC(=CC2N2C1C1=C(CN(CC2)C[C@@H]2N(CCC2)C)C=C(C=C1)F)C(=O)OC (Methyl 14-cyclohexyl-3-fluoro-6-{[(2R)-1-methylpyrrolidin-2-yl]methyl}-5,6,7,8-tetrahydroindolo[2,1-a][2,5]benzodiazocine-11-carboxylate). Run in O1CCOCC1 (dioxane). Conditions: temperature 60 celsius, time 3 hour. The product is C1(CCCCC1)C=1C=2C=CC(=CC2N2C1C1=C(CN(CC2)C[C@@H]2N(CCC2)C)C=C(C=C1)F)C(=O)O (14-cyclohexyl-3-fluoro-6-{[(2R)-1-methylpyrrolidin-2-yl]methyl}-5,6,7,8-tetrahydroindolo[2,1-a][2,5]benzodiazocine-11-carboxylic acid). Isolated yield 18.0%. Reaction SMILES: [CH:1]1([C:7]2[C:8]3[CH:9]=[CH:10][C:11]([C:34]([O:36]C)=[O:35])=[CH:12][C:13]=3[N:14]3[CH2:21][CH2:20][N:19]([CH2:22][C@H:23]4[CH2:27][CH2:26][CH2:25][N:24]4[CH3:28])[CH2:18][C:17]4[CH:29]=[C:30]([F:33])[CH:31]=[CH:32][C:16]=4[C:15]=23)[CH2:6][CH2:5][CH2:4][CH2:3][CH2:2]1.O.[OH-].[K+]>O1CCOCC1>[CH:1]1([C:7]2[C:8]3[CH:9]=[CH:10][C:11]([C:34]([OH:36])=[O:35])=[CH:12][C:13]=3[N:14]3[CH2:21][CH2:20][N:19]([CH2:22][C@H:23]4[CH2:27][CH2:26][CH2:25][N:24]4[CH3:28])[CH2:18][C:17]4[CH:29]=[C:30]([F:33])[CH:31]=[CH:32][C:16]=4[C:15]=23)[CH2:6][CH2:5][CH2:4][CH2:3][CH2:2]1 |f:2.3|. Procedure: Methyl 14-cyclohexyl-3-fluoro-6-{[(2R)-1-methylpyrrolidin-2-yl]methyl}-5,6,7,8-tetrahydroindolo[2,1-a][2,5]benzodiazocine-11-carboxylate was dissolved in a solution of dioxane: H2O 2O (1:1) (0.1 M) and to that solution aqueous KOH (3 eq, 5 N) was added. The solution was stirred at 60° C. for 3 h. The solvent was evaporated in vacuo. The crude was then purified by automated RP-MS-HPLC (stationary phase: column Waters SYMMETRY prep. C18, 7 μm, 19×300 mm. Mobile phase: MeCN/H2O buffered with 0.1% T... The product is CCOC(=O)C1CN(C(=O)OC(C)(C)C)CCN1S(=O)(=O)c1ccc2cc(Cl)ccc2c1. The reactants are CCOC(=O)C1CN(C(=O)OC(C)(C)C)CCN1, CCN(C(C)C)C(C)C, O=S(=O)(Cl)c1ccc2cc(Cl)ccc2c1, ClCCl. As a reaction SMILES: [C:1]([CH3:2])([CH3:3])([CH3:4])[O:5][C:6](=[O:7])[N:8]1[CH2:9][CH:10]([C:14](=[O:15])[O:16][CH2:17][CH3:18])[NH:11][CH2:12][CH2:13]1.[CH:34]([N:35]([CH:36]([CH3:37])[CH3:38])[CH2:39][CH3:40])([CH3:41])[CH3:42].[Cl:19][c:20]1[cH:21][c:22]2[cH:23][cH:24][c:25]([S:30](=[O:31])(=[O:32])[Cl:33])[cH:26][c:27]2[cH:28][cH:29]1.[Cl:43][CH2:44][Cl:45]>>[C:1]([CH3:2])([CH3:3])([CH3:4])[O:5][C:6](=[O:7])[N:8]1[CH2:9][CH:10]([C:14](=[O:15])[O:16][CH2:17][CH3:18])[N:11]([S:30]([c:25]2[cH:24][cH:23][c:22]3[cH:21][c:20]([Cl:19])[cH:29][cH:28][c:27]3[cH:26]2)(=[O:31])=[O:32])[CH2:12][CH2:13]1. The reactants are ClC=1C(=NC=CN1)O[C@@H]1CC[C@H](CC1)N(CC1=CC=C(C=C1)OC)CC1=CC=C(C=C1)OC (trans-4-(3-Chloropyrazin-2-yloxy)-N,N-bis(4-methoxybenzyl)cyclohexanamine), O1CCC(=CC1)B1OC(C(O1)(C)C)(C)C (2-(3,6-dihydro-2H-pyran-4-yl)-4,4,5,5-tetramethyl-1,3,2-dioxaborolane), C([O-])([O-])=O.[Na+].[Na+] (Sodium carbonate). The reagents and catalysts are C=1C=CC(=CC1)[P](C=2C=CC=CC2)(C=3C=CC=CC3)[Pd]([P](C=4C=CC=CC4)(C=5C=CC=CC5)C=6C=CC=CC6)([P](C=7C=CC=CC7)(C=8C=CC=CC8)C=9C=CC=CC9)[P](C=1C=CC=CC1)(C=1C=CC=CC1)C=1C=CC=CC1 (tetrakis(triphenylphosphine)palladium(0)). Run in COCCOC (DME). Conditions: temperature 80 celsius, time 5 hour. The product is O1CCC(=CC1)C=1C(=NC=CN1)O[C@@H]1CC[C@H](CC1)N(CC1=CC=C(C=C1)OC)CC1=CC=C(C=C1)OC (trans-4-(3-(3,6-dihydro-2H-pyran-4-yl)pyrazin-2-yloxy)-N,N-bis(4-methoxybenzyl)cyclohexanamine). As a reaction SMILES: Cl[C:2]1[C:3]([O:8][C@H:9]2[CH2:14][CH2:13][C@H:12]([N:15]([CH2:25][C:26]3[CH:31]=[CH:30][C:29]([O:32][CH3:33])=[CH:28][CH:27]=3)[CH2:16][C:17]3[CH:22]=[CH:21][C:20]([O:23][CH3:24])=[CH:19][CH:18]=3)[CH2:11][CH2:10]2)=[N:4][CH:5]=[CH:6][N:7]=1.[O:34]1[CH2:39][CH:38]=[C:37](B2OC(C)(C)C(C)(C)O2)[CH2:36][CH2:35]1.C(=O)([O-])[O-].[Na+].[Na+]>COCCOC.C1C=CC([P]([Pd]([P](C2C=CC=CC=2)(C2C=CC=CC=2)C2C=CC=CC=2)([P](C2C=CC=CC=2)(C2C=CC=CC=2)C2C=CC=CC=2)[P](C2C=CC=CC=2)(C2C=CC=CC=2)C2C=CC=CC=2)(C2C=CC=CC=2)C2C=CC=CC=2)=CC=1>[O:34]1[CH2:35][CH:36]=[C:37]([C:2]2[C:3]([O:8][C@H:9]3[CH2:14][CH2:13][C@H:12]([N:15]([CH2:25][C:26]4[CH:31]=[CH:30][C:29]([O:32][CH3:33])=[CH:28][CH:27]=4)[CH2:16][C:17]4[CH:22]=[CH:21][C:20]([O:23][CH3:24])=[CH:19][CH:18]=4)[CH2:11][CH2:10]3)=[N:4][CH:5]=[CH:6][N:7]=2)[CH2:38][CH2:39]1 |f:2.3.4,^1:64,66,85,104|. Procedure details: trans-4-(3-Chloropyrazin-2-yloxy)-N,N-bis(4-methoxybenzyl)cyclohexanamine (0.810 g, 1.73 mmol), 2-(3,6-dihydro-2H-pyran-4-yl)-4,4,5,5-tetramethyl-1,3,2-dioxaborolane (0.455 g, 2.16 mmol), and tetrakis(triphenylphosphine)palladium(0) (0.100 g, 0.087 mmol) were mixed in DME (2 mL) under a nitrogen atmosphere. Sodium carbonate (2.60 mL, 5.19 mmol, 2 M in water) was added via syringe, and the reaction mixture was then heated to 80° C. and stirred for 5 h. The mixture was cooled to RT and partitioned... The reactants are ClC=1C(=C(C=CC1C#N)N[C@@H](C(=O)O)[C@H](C)O)C ((2R,3S)-2-(3-chloro-4-cyano-2-methylphenylamino)-3-hydroxybutanoic acid), CS(=O)(=O)C1=CC=C(C(=O)NN)C=C1 (4-(methylsulfonyl)benzohydrazide), intermediate 3b. Product: ClC=1C(=C(C=CC1C#N)N[C@@H](C(=O)NNC(C1=CC=C(C=C1)S(=O)(=O)C)=O)[C@H](C)O)C (N′-((2R,3S)-2-(3-Chloro-4-cyano-2-methylphenylamino)-3-hydroxybutanoyl)-4-(methylsulphonyl)benzohydrazide). Isolated yield 83.2%. Reaction SMILES: [Cl:1][C:2]1[C:3]([CH3:18])=[C:4]([NH:10][C@H:11]([C@@H:15]([OH:17])[CH3:16])[C:12]([OH:14])=O)[CH:5]=[CH:6][C:7]=1[C:8]#[N:9].[CH3:19][S:20]([C:23]1[CH:32]=[CH:31][C:26]([C:27]([NH:29][NH2:30])=[O:28])=[CH:25][CH:24]=1)(=[O:22])=[O:21]>>[Cl:1][C:2]1[C:3]([CH3:18])=[C:4]([NH:10][C@H:11]([C@@H:15]([OH:17])[CH3:16])[C:12]([NH:30][NH:29][C:27](=[O:28])[C:26]2[CH:25]=[CH:24][C:23]([S:20]([CH3:19])(=[O:21])=[O:22])=[CH:32][CH:31]=2)=[O:14])[CH:5]=[CH:6][C:7]=1[C:8]#[N:9]. Procedure details: (2R,3S)-2-(3-chloro-4-cyano-2-methylphenylamino)-3-hydroxybutanoic acid (813 mg, 3.0 mmol) and 4-(methylsulfonyl)benzohydrazide (648 mg, 3.0 mmol) were coupled in a procedure analogous to that described for the preparation of intermediate 3b. The crude product was recrystallized from hotchloroform (100 mL to yield product as a white solid (1.16 g, 82%). 1H NMR (500 MHz, acetone-d6, δ in ppm) 9.83 (br s, 2H), 8.14 (AA′XX′, J=8.5 Hz, 2H), 8.06 (AA′XX′, J=8.5 Hz, 2H), 7.53 (d, J=8.6 Hz, 1H), 6.70 (... Reactants: ( 2 ), CC1=CC=C(C=C1)S(=O)(=O)OC[C@H]1COC2=C(O1)C=C(C=C2Cl)S(=O)(=O)C ([(2R)-5-chloro-7-(methylsulfonyl)-2,3-dihydro-1,4-benzodioxin-2-yl]methyl 4-methylbenzenesulfonate), ( 5 ), N1CCC1 (azetidine), ( 3 ), ( 3 ). Solvent: C(C)#N (ACN). The product is ClC1=CC(=CC=2O[C@H](COC21)CN2CCC2)S(=O)(=O)C (1-{[(2S)-5-CHLORO-7-(METHYLSULFONYL)-2,3-DIHYDRO-1,4-BENZODIOXIN-2-YL]METHYL}AZETIDINE). RXN SMILES: CC1C=CC(S(O[CH2:12][C@@H:13]2[O:18][C:17]3[CH:19]=[C:20]([S:24]([CH3:27])(=[O:26])=[O:25])[CH:21]=[C:22]([Cl:23])[C:16]=3[O:15][CH2:14]2)(=O)=O)=CC=1.[NH:28]1[CH2:31][CH2:30][CH2:29]1>C(#N)C>[Cl:23][C:22]1[C:16]2[O:15][CH2:14][C@H:13]([CH2:12][N:28]3[CH2:31][CH2:30][CH2:29]3)[O:18][C:17]=2[CH:19]=[C:20]([S:24]([CH3:27])(=[O:25])=[O:26])[CH:21]=1. Reported procedure: Preparation according to Example 57 using [(2R)-5-chloro-7-(methylsulfonyl)-2,3-dihydro-1,4-benzodioxin-2-yl]methyl 4-methylbenzenesulfonate (0.027 g, 0.062 mmol), azetidine (0.1 ml), ACN (3 ml). MS m/z (rel. intensity, 70 eV) 317 (M+, 1), 85 (3), 71 (5), 70 (bp), 68 (2), 63 (3). Reactants: O=C(O)c1cc(Br)cc(CO)c1, C[Si](C)(C)C=[N+]=[N-], CO, c1ccccc1. The product is COC(=O)c1cc(Br)cc(CO)c1. Reaction SMILES: [Br:1][c:2]1[cH:3][c:4]([C:5](=[O:6])[OH:7])[cH:8][c:9]([CH2:11][OH:12])[cH:10]1.[CH3:13][Si:14]([CH:15]=[N+:16]=[N-:17])([CH3:18])[CH3:19].[CH3:26][OH:27].[cH:20]1[cH:21][cH:22][cH:23][cH:24][cH:25]1>>[Br:1][c:2]1[cH:3][c:4]([C:5](=[O:6])[O:7][CH3:13])[cH:8][c:9]([CH2:11][OH:12])[cH:10]1. Isolated yield 183.3%. Reported procedure: In 20 ml of N,N-dimethylformamide was dissolved 1 g of dimethyl 4-[2-(4-aminobutoxy)-5-nitrophenyl]-2,6-dimethyl-1,4-dihydropyridine-3,5-dicarboxylate. The solution was heated at 100° C. for 1.5 hours. The reaction solution was carefully poured onto 500 ml of ice water. The precipitated oily substance was extracted with ethyl acetate. After drying over anhydrous sodium sulfate, the solvent was removed by distillation under reduced pressure. The obtained residue was subjected to silica gel column... Starting materials: NCCCCOC1=C(C=C(C=C1)[N+](=O)[O-])C1C(=C(NC(=C1C(=O)OC)C)C)C(=O)OC (dimethyl 4-[2-(4-aminobutoxy)-5-nitrophenyl]-2,6-dimethyl-1,4-dihydropyridine-3,5-dicarboxylate), ice water. The product is O(C1=CC=CC=C1)CCCNCCCCOC1=C(C=C(C=C1)[N+](=O)[O-])C1C(=C(NC(=C1C(=O)OC)C)C)C(=O)OC (dimethyl 4-[2-[4-(3-phenoxypropylamino)butoxy]-5-nitrophenyl]-2,6-dimethyl-1,4-dihydropyridine-3,5-dicarboxylate). Reaction SMILES: [NH2:1][CH2:2][CH2:3][CH2:4][CH2:5][O:6][C:7]1[CH:12]=[CH:11][C:10]([N+:13]([O-:15])=[O:14])=[CH:9][C:8]=1[CH:16]1[C:21]([C:22]([O:24][CH3:25])=[O:23])=[C:20]([CH3:26])[NH:19][C:18]([CH3:27])=[C:17]1[C:28]([O:30][CH3:31])=[O:29]>CN(C)C=O>[O:6]([CH2:5][CH2:4][CH2:3][NH:1][CH2:2][CH2:3][CH2:4][CH2:5][O:6][C:7]1[CH:12]=[CH:11][C:10]([N+:13]([O-:15])=[O:14])=[CH:9][C:8]=1[CH:16]1[C:21]([C:22]([O:24][CH3:25])=[O:23])=[C:20]([CH3:26])[NH:19][C:18]([CH3:27])=[C:17]1[C:28]([O:30][CH3:31])=[O:29])[C:7]1[CH:12]=[CH:11][CH:10]=[CH:9][CH:8]=1. Conditions: temperature 100 celsius. The solvent is CN(C=O)C (N,N-dimethylformamide). Starting materials: O1C(=CC=C1)C1=CC=C(C=C1)/C(=C/CO)/C ((E)-3-(4-furan-2-yl-phenyl)-but-2-en-1-ol), C(C)O[C@H](C(=O)OCC)CC1=CC=C(C=C1)O ((S)-ethyl 2-ethoxy-3-(4-hydroxyphenyl)-propionate). Product: C(C)O[C@H](C(=O)OCC)CC1=CC=C(C=C1)OC\C=C(/C)\C1=CC=C(C=C1)C=1OC=CC1 ((E)-(S)-Ethyl 2-Ethoxy-3-{4-[3-(4-furan-2-yl-phenyl)-but-2-enyloxy]-phenyl}-propionate). Isolated yield 78.0%. As a reaction SMILES: [O:1]1[CH:5]=[CH:4][CH:3]=[C:2]1[C:6]1[CH:11]=[CH:10][C:9](/[C:12](/[CH3:16])=[CH:13]/[CH2:14][OH:15])=[CH:8][CH:7]=1.[CH2:17]([O:19][C@@H:20]([CH2:26][C:27]1[CH:32]=[CH:31][C:30](O)=[CH:29][CH:28]=1)[C:21]([O:23][CH2:24][CH3:25])=[O:22])[CH3:18]>>[CH2:17]([O:19][C@@H:20]([CH2:26][C:27]1[CH:28]=[CH:29][C:30]([O:15][CH2:14]/[CH:13]=[C:12](/[C:9]2[CH:10]=[CH:11][C:6]([C:2]3[O:1][CH:5]=[CH:4][CH:3]=3)=[CH:7][CH:8]=2)\[CH3:16])=[CH:31][CH:32]=1)[C:21]([O:23][CH2:24][CH3:25])=[O:22])[CH3:18]. Procedure details: The title compound (678 mg, 77%) was prepared from (E)-3-(4-furan-2-yl-phenyl)-but-2-en-1-ol (430 mg, 2.0 mmol) and (S)-ethyl 2-ethoxy-3-(4-hydroxyphenyl)-propionate (526 mg, 2.21 mmol) by a procedure analogous to that described in example 52c.